From a dataset of the Open Reaction Database (ORD), a public repository of structured organic reaction records. describe an organic reaction: reactants, conditions, products, and yield The reactants are C(C)OCC (diethyl ether), S(=O)(=O)(Cl)Cl (sulfuryl chloride), N1=C(C=CC=C1)C(CC(C(=O)OCC)=O)=O (ethyl 4-(2-pyridyl)-2,4-dioxobutyrate). Run in C(Cl)Cl (methylene chloride), C(Cl)Cl (methylene chloride). Conditions: time 30 minute. Product: Cl.ClC(C(C(=O)OCC)=O)C(=O)C1=NC=CC=C1 (ethyl 3-chloro-4-(2-pyridyl)-2,4-dioxo-butyrate hydrochloride). The yield is 182.2%. As a reaction SMILES: S(Cl)([Cl:4])(=O)=O.[N:6]1[CH:11]=[CH:10][CH:9]=[CH:8][C:7]=1[C:12](=[O:21])[CH2:13][C:14](=[O:20])[C:15]([O:17][CH2:18][CH3:19])=[O:16].C(OCC)C>C(Cl)Cl>[ClH:4].[Cl:4][CH:13]([C:12]([C:7]1[CH:8]=[CH:9][CH:10]=[CH:11][N:6]=1)=[O:21])[C:14](=[O:20])[C:15]([O:17][CH2:18][CH3:19])=[O:16] |f:4.5|. Procedure: A solution of sulfuryl chloride (2.84 g) in methylene chloride (5 ml) was dropwise added to a solution of ethyl 4-(2-pyridyl)-2,4-dioxobutyrate (4.42 g) in methylene chloride (60 ml) at 8° C. to 25° C. After the mixture was stirred for 30 minutes at ambient temperature, diethyl ether (60 ml) was added thereto. The precipitated crystals were collected by filtration, washed with diethyl ether and dried to give ethyl 3-chloro-4-(2-pyridyl)-2,4-dioxo-butyrate hydrochloride (5.6 g). The reactants are C(C)(C)(C)OC(C[C@H](N1C(N(C=C1)CCCC=1C=CC2=C(NCCCC2)N1)=O)C=1C=NC(=CC1)OC)=O (3(S)-(6-Methoxy-pyridin-3-yl)-3-{2-oxo-3-[3-(6,7,8,9-tetrahydro-5H-pyrido[2,3-b]azepin-2-yl)-propyl]-2,3-dihydro-imidazol-1-yl}-propionic acid tert-butyl ester), C(=O)(C(F)(F)F)O (TFA). The solvent is ClCCl (dichloromethane). Conditions: time 4 hour. Yields the product COC1=CC=C(C=N1)[C@H](CC(=O)O)N1C(N(C=C1)CCCC=1C=CC2=C(NCCCC2)N1)=O (3(S)-(6-Methoxy-pyridin-3-yl)-3-[2-oxo-3-[3-(6,7,8,9-tetrahydro-5H-pyrido[2,3-b]azepin-2-yl)-propyl]-2,3-dihydro-imidazol-1-yl}-propionic acid). The yield is 79.6%. As a reaction SMILES: C([O:5][C:6](=[O:37])[CH2:7][C@@H:8]([C:29]1[CH:30]=[N:31][C:32]([O:35][CH3:36])=[CH:33][CH:34]=1)[N:9]1[CH:13]=[CH:12][N:11]([CH2:14][CH2:15][CH2:16][C:17]2[CH:18]=[CH:19][C:20]3[CH2:26][CH2:25][CH2:24][CH2:23][NH:22][C:21]=3[N:27]=2)[C:10]1=[O:28])(C)(C)C.C(O)(C(F)(F)F)=O>ClCCl>[CH3:36][O:35][C:32]1[N:31]=[CH:30][C:29]([C@@H:8]([N:9]2[CH:13]=[CH:12][N:11]([CH2:14][CH2:15][CH2:16][C:17]3[CH:18]=[CH:19][C:20]4[CH2:26][CH2:25][CH2:24][CH2:23][NH:22][C:21]=4[N:27]=3)[C:10]2=[O:28])[CH2:7][C:6]([OH:37])=[O:5])=[CH:34][CH:33]=1. Procedure details: To a solution of 3-7 (0.85 g, 1.67 mmol) in dichloromethane (10 mL) was added anhydrous TFA (5 mL). After 4 hours, the mixture was concentrated, diluted with toluene, and re-concentrated. The residue was chromatographed on silica gel (15:10:1:1 to 15:10:1:1 EtOAc/EtOH(NH4OH/H2O) to give 600 mg of 3-8 as a white solid. Reactants: mixture, IC1=CC=CC2=C1C(C1=C(C=C2)C(=CC=C1)C(=O)OC)=O (methyl 6-iodo-5-oxo-5H-dibenzo[a,d]cycloheptene-1-carboxylate), IC1=CC=CC2=C1C(C1=C(C=C2)C(=CC=C1)C(=O)OC)=O (Methyl 6-iodo-5-oxo-5H-dibenzo[a,d]cycloheptene-1-carboxylate), O (water), C(C)(=O)OCC (ethyl acetate), solution, [H-].C(C(C)C)[Al+]CC(C)C (diisobutyl aluminium hydride). The solvent is O1CCCC1 (tetrahydrofuran), C1(=CC=CC=C1)C (toluene). Run at time 30 minute. Product: OCC1=CC=CC=2C(C3=C(C=CC21)C=CC=C3I)O (1-(Hydroxymethyl)-6-iodo-5H-dibenzo[a,d]cyclohepten-5-ol). As a reaction SMILES: [I:1][C:2]1[C:7]2[C:8](=[O:21])[C:9]3[CH:16]=[CH:15][CH:14]=[C:13]([C:17](OC)=[O:18])[C:10]=3[CH:11]=[CH:12][C:6]=2[CH:5]=[CH:4][CH:3]=1.[H-].C([Al+]CC(C)C)C(C)C.O.C(OCC)(=O)C>O1CCCC1.C1(C)C=CC=CC=1>[OH:18][CH2:17][C:13]1[C:10]2[CH:11]=[CH:12][C:6]3[CH:5]=[CH:4][CH:3]=[C:2]([I:1])[C:7]=3[CH:8]([OH:21])[C:9]=2[CH:16]=[CH:15][CH:14]=1 |f:1.2|. Procedure: 50 mg of the mixture of methyl 6-iodo-5-oxo-5H-dibenzo[a,d]cycloheptene-1-carboxylate and its 4-iodo form prepared in Example 6-d was dissolved in 5 ml of dry tetrahydrofuran, and 0.75 ml of a 1M solution of diisobutyl aluminium hydride in toluene was added at room temperature. To the reaction mixture was added with small amounts of water and ethyl acetate, followed by stirring at room temperature for 30 minutes. Then, the reaction mixture was filtered through Celite, washed with ethyl acetate, ... Starting materials: Cl.C(C1=CN=CC=C1)(=O)Cl (Nicotinoyl chloride hydrochloride), CCN(C(C)C)C(C)C (DIEA), COC1=CC(=CC=C1)N (meta-anisidine), C(Cl)Cl (CH2Cl2). Conditions: time 48 hour. Product: N1=C(C=CC=C1)C1=NC=CC=C1C1=NC=CC=C1 (Terpyridyl). Reaction SMILES: Cl.[C:2](Cl)(=O)[C:3]1[CH:8]=[CH:7][CH:6]=[N:5][CH:4]=1.CC[N:13]([CH:17]([CH3:19])C)[CH:14]([CH3:16])C.CO[C:22]1[CH:27]=CC=[C:24]([NH2:28])[CH:23]=1.[CH2:29](Cl)Cl>>[N:13]1[CH:14]=[CH:16][CH:29]=[CH:19][C:17]=1[C:4]1[C:3]([C:2]2[CH:27]=[CH:22][CH:23]=[CH:24][N:28]=2)=[CH:8][CH:7]=[CH:6][N:5]=1 |f:0.1|. Procedure details: Nicotinoyl chloride hydrochloride (0.3 g, 1.685 mmol), DIEA (0.65 g, 5.06 mmol, 3.0 eqv), and ortho- or meta-anisidine (0.21 g, 1.68 mmol, 1 eqv) were dissolved in CH2Cl2 and stirred at rt for 48 h. The solution was extracted with 1N HCl solution. The aqueous layer was neutralized with a NaHCO3 solution and extracted with CH2Cl2. The organic extracts were combined, dried (MgSO4), filtered, and concentrated in vacuo to give a white solid. Reactants: CO (methanol), C(#N)CCC1=C(/C(/C2=CC=C(C=C12)F)=C/C1=CC=C(C=C1)SC)C ((Z)-3-(2-Cyanoethyl)-5-fluoro-2-methyl-1-(4-methylthiobenzylidene)indene), [H-].C(C(C)C)[Al+]CC(C)C (diisobutyl aluminum hydride). Run in C1(=CC=CC=C1)C (toluene), C1(=CC=CC=C1)C (toluene). Run at temperature -78 celsius, time 2 hour. Yields the product FC=1C=C2C(=C(/C(/C2=CC1)=C/C1=CC=C(C=C1)SC)C)CCC=O ((Z)-5-Fluoro-3-(2-formylethyl)-2-methyl-1-(4-methylthiobenzylidene)indene). RXN SMILES: [C:1]([CH2:3][CH2:4][C:5]1[C:13]2[C:8](=[CH:9][CH:10]=[C:11]([F:14])[CH:12]=2)/[C:7](=[CH:15]\[C:16]2[CH:21]=[CH:20][C:19]([S:22][CH3:23])=[CH:18][CH:17]=2)/[C:6]=1[CH3:24])#N.[H-].C([Al+]CC(C)C)C(C)C.C[OH:36]>C1(C)C=CC=CC=1>[F:14][C:11]1[CH:12]=[C:13]2[C:8](=[CH:9][CH:10]=1)/[C:7](=[CH:15]\[C:16]1[CH:21]=[CH:20][C:19]([S:22][CH3:23])=[CH:18][CH:17]=1)/[C:6]([CH3:24])=[C:5]2[CH2:4][CH2:3][CH:1]=[O:36] |f:1.2|. Procedure: To a solution of the nitrile from Step 2 (415 mg, 1.24 mmol) in toluene (4.5 mL) at −78° C. there was added diisobutyl aluminum hydride (1M) in toluene (1.9 mL, 1.9 mmol) and the mixture was stirred at −78° C. for 2 hours; methanol (2 mL) was added and the mixture allowed to warm to room temperature. After partition between ether and water, the residue from evaporation of the organic fraction was chromatographed on silica gel eluting with a 1:2 mixture of ether:hexane to afford the pure title co... The reactants are FC=1C=C(C=CC1F)S(=O)(=O)N (3,4-difluoro-benzenesulfonamide), NN (hydrazine). Solvent: C(C)#N (acetonitrile). Product: FC=1C=C(C=CC1NN)S(=O)(=O)N (3-fluoro-4-hydrazino-benzenesulfonamide). Reaction SMILES: [F:1][C:2]1[CH:3]=[C:4]([S:9]([NH2:12])(=[O:11])=[O:10])[CH:5]=[CH:6][C:7]=1F.[NH2:13][NH2:14]>C(#N)C>[F:1][C:2]1[CH:3]=[C:4]([S:9]([NH2:12])(=[O:11])=[O:10])[CH:5]=[CH:6][C:7]=1[NH:13][NH2:14]. Reported procedure: In a 500 mL round-bottomed flask fitted with a condenser and N2 inlet septum was placed a stir bar, 3,4-difluoro-benzenesulfonamide (10 g, 52 mmol), anhydrous hydrazine (10.56 mL, 336 mmol), and acetonitrile (180 mL). The mixture was refluxed for 6 h under N2. The solvent was then removed under vacuum and the residue was treated with H2O. The separated solid was filtered and washed with H2O to give the desired product. Exact mass calculated for C6H8FN3O2S 205.03, found 206.1 (MH+). Starting materials: CC(C)(C)CC(C)(C)c1cc(-n2nc3ccc(Br)cc3n2)c(O)c(C(C)(C)c2ccccc2)c1, CC(=O)[O-], CC(=O)[O-], CCCO, [Na+], [Na+], O=C([O-])[O-], O, [Pd+2], c1ccc(P(c2ccccc2)c2ccccc2)cc1, OB(O)c1ccsc1. Yields the product CC(C)(C)CC(C)(C)c1cc(-n2nc3ccc(-c4ccsc4)cc3n2)c(O)c(C(C)(C)c2ccccc2)c1. RXN SMILES: [Br:1][c:2]1[cH:3][c:4]2[c:5]([n:6][n:7](-[c:9]3[c:10]([OH:32])[c:11]([C:23]([CH3:24])([CH3:25])[c:26]4[cH:27][cH:28][cH:29][cH:30][cH:31]4)[cH:12][c:13]([C:15]([CH3:16])([CH3:17])[CH2:18][C:19]([CH3:20])([CH3:21])[CH3:22])[cH:14]3)[n:8]2)[cH:33][cH:34]1.[C:68]([O-:69])(=[O:70])[CH3:71].[C:72]([O-:73])(=[O:74])[CH3:75].[CH2:78]([OH:79])[CH2:80][CH3:81].[Na+:62].[Na+:63].[O-:64][C:65](=[O:66])[O-:67].[OH2:77].[Pd+2:76].[c:43]1([P:44]([c:45]2[cH:46][cH:47][cH:48][cH:49][cH:50]2)[c:51]2[cH:52][cH:53][cH:54][cH:55][cH:56]2)[cH:57][cH:58][cH:59][cH:60][cH:61]1.[s:35]1[cH:36][c:37]([B:40]([OH:41])[OH:42])[cH:38][cH:39]1>>[c:2]1(-[c:37]2[cH:36][s:35][cH:39][cH:38]2)[cH:3][c:4]2[c:5]([n:6][n:7](-[c:9]3[c:10]([OH:32])[c:11]([C:23]([CH3:24])([CH3:25])[c:26]4[cH:27][cH:28][cH:29][cH:30][cH:31]4)[cH:12][c:13]([C:15]([CH3:16])([CH3:17])[CH2:18][C:19]([CH3:20])([CH3:21])[CH3:22])[cH:14]3)[n:8]2)[cH:33][cH:34]1. The reactants are C(CCCCCCCCCCCCCCC)SCC(OC)CO ((±)-1-S-hexadecyl-2-O-methylthioglycerol), CC(CCCCCCCCCCCCCC)SCC(OCC)COC(C1=CC=CC=C1)(C1=CC=CC=C1)C1=CC=CC=C1 ((±)-1-2-hexadecyl-2-O-ethyl-3-O-tritylthioglycerol), C1(=CC=C(C=C1)S(=O)(=O)O)C (p-toluenesulfonic acid). The solvent is C(Cl)(Cl)Cl (CHCl3). Yields the product C(CCCCCCCCCCCCCCC)SCC(OCC)CO ((±)-1-S-hexadecyl-2-O-ethylthioglycerol). Isolated yield 95.0%. RXN SMILES: [CH2:1]([S:17][CH2:18][CH:19]([CH2:22][OH:23])[O:20][CH3:21])[CH2:2][CH2:3][CH2:4][CH2:5][CH2:6][CH2:7][CH2:8][CH2:9][CH2:10][CH2:11][CH2:12][CH2:13][CH2:14][CH2:15][CH3:16].[CH3:24]C(SCC(COC(C1C=CC=CC=1)(C1C=CC=CC=1)C1C=CC=CC=1)OCC)CCCCCCCCCCCCCC.C1(C)C=CC(S(O)(=O)=O)=CC=1>C(Cl)(Cl)Cl>[CH2:1]([S:17][CH2:18][CH:19]([CH2:22][OH:23])[O:20][CH2:21][CH3:24])[CH2:2][CH2:3][CH2:4][CH2:5][CH2:6][CH2:7][CH2:8][CH2:9][CH2:10][CH2:11][CH2:12][CH2:13][CH2:14][CH2:15][CH3:16]. Procedure: This compound was prepared in an analogous manner to that of (±)-1-S-hexadecyl-2-O-methylthioglycerol from 10.0 grams (0.02 mole) of (±)-1-2-hexadecyl-2-O-ethyl-3-O-tritylthioglycerol and 0.2 gram of p-toluenesulfonic acid. Silica gel chromatography (CHCl3 eluent) provided 5.8 grams (95%) of a semi-waxy solid. 1H-NMR (CDCl3): delta, 0.87(t, 3H, terminal methyl), 1.2-1.6[m, 31H, (CH2)14, CH3 --CH2 --O--], 2.58 (m, 2H, S--CH2), 2.62 (m, 2H, CH--CH2 --S), 3.40-3.50 (m, 3H, CH, CH3 --CH2 --O), 3.75(... The reactants are C(=O)OCC (ethyl formate), CC1=C(C(=CC=C1)C)CC#N (2,6-dimethylphenylacetonitrile), [K].CC(C)([O-])C (potassium tert.-butoxide). The solvent is C1(=CC=CC=C1)C (toluene). Reaction conditions: time 2 hour. Product: OC=C(C#N)C1=C(C=CC=C1C)C (Hydroxymethylene-2,6-dimethylphenylacetonitrile). As a reaction SMILES: [CH3:1][C:2]1[CH:7]=[CH:6][CH:5]=[C:4]([CH3:8])[C:3]=1[CH2:9][C:10]#[N:11].[CH:12](OCC)=[O:13].[K].CC(C)([O-])C>C1(C)C=CC=CC=1>[OH:13][CH:12]=[C:9]([C:3]1[C:4]([CH3:8])=[CH:5][CH:6]=[CH:7][C:2]=1[CH3:1])[C:10]#[N:11] |f:2.3,^1:16|. Reported procedure: 126 g (0.87 mol) of 2,6-dimethylphenylacetonitrile are dissolved in 450 ml toluene and combined with 450 ml of ethyl formate. The mixture is cooled to a temperature of −10° C. and 144 g (1.29 mol) of potassium-tert.-butoxide are added in batches, so that the temperature does not exceed −5° C. It is left to react for a period of 30 minutes (min) at −5° C. and then for 2 hours (h) at ambient temperature. It is then extracted twice with 500 ml of water, the aqueous phase is made acidic with 100 ml ...